From a dataset of the Open Reaction Database (ORD), a public repository of structured organic reaction records. describe an organic reaction: reactants, conditions, products, and yield Starting materials: CN1C(=O)NC(=O)C1(C)C (1,5,5 trimethylhydantoin), C([O-])([O-])=O.[K+].[K+] (potassium carbonate), COCOC(CCl)=C (2-methoxymethyloxy-allyl chloride). The solvent is CN(C)C=O (DMF). Conditions: temperature 100 celsius, time 1.5 hour. Product: CN1C(N(C(C1(C)C)=O)CC(=C)OCOC)=O (3-(3,4,4-trimethyl-2,5-dioxoimidazolidin-1-yl)-2-methoxymethyloxy-prop-1-ene). The yield is 88.8%. As a reaction SMILES: [CH3:1][N:2]1[C:8]([CH3:10])([CH3:9])[C:6](=[O:7])[NH:5][C:3]1=[O:4].C(=O)([O-])[O-].[K+].[K+].[CH3:17][O:18][CH2:19][O:20][C:21](=[CH2:24])[CH2:22]Cl>CN(C=O)C>[CH3:1][N:2]1[C:8]([CH3:10])([CH3:9])[C:6](=[O:7])[N:5]([CH2:24][C:21]([O:20][CH2:19][O:18][CH3:17])=[CH2:22])[C:3]1=[O:4] |f:1.2.3|. Procedure details: A mixture of 1,5,5 trimethylhydantoin (7.0 g, 49.2 mmol), powdered potassium carbonate (8.16 g, 59 mmol) and 2-methoxymethyloxy-allyl chloride (7.65 g, 56 mmol) in dry DMF (100 mL) was heated to 100° C. with stirring for 1.5 h. The reaction mixture was cooled, fliltered and the filtrate was concentrated, then partitioned between ethyl acetate and water. The organic extract was washed twice with water, brine, dried and concentrated, then purified via silica gel chromatography eluting with 50% eth... The reactants are CC(C)(C)OC(=O)n1ncc2cc(-c3ccc(F)c(C=O)c3)ccc21, CC(=O)O[BH-](OC(C)=O)OC(C)=O, CC(=O)O, CC(Cl)Cl, ClCCl, NCCCN1CCCC1, [Na+]. The product is CC(C)(C)OC(=O)n1ncc2cc(-c3ccc(F)c(CNCCCN4CCCC4)c3)ccc21. RXN SMILES: [C:15]([CH3:16])([CH3:17])([CH3:18])[O:19][C:20](=[O:21])[n:22]1[n:23][cH:24][c:25]2[cH:26][c:27](-[c:31]3[cH:32][c:33]([CH:38]=[O:39])[c:34]([F:37])[cH:35][cH:36]3)[cH:28][cH:29][c:30]12.[C:1]([O:2][BH-:3]([O:4][C:5](=[O:6])[CH3:7])[O:8][C:9](=[O:10])[CH3:11])(=[O:12])[CH3:13].[CH3:49][C:50](=[O:51])[OH:52].[Cl:53][CH:54]([Cl:55])[CH3:56].[Cl:57][CH2:58][Cl:59].[NH2:40][CH2:41][CH2:42][CH2:43][N:44]1[CH2:45][CH2:46][CH2:47][CH2:48]1.[Na+:14]>>[C:15]([CH3:16])([CH3:17])([CH3:18])[O:19][C:20](=[O:21])[n:22]1[n:23][cH:24][c:25]2[cH:26][c:27](-[c:31]3[cH:32][c:33]([CH2:38][NH:40][CH2:41][CH2:42][CH2:43][N:44]4[CH2:45][CH2:46][CH2:47][CH2:48]4)[c:34]([F:37])[cH:35][cH:36]3)[cH:28][cH:29][c:30]12. Reaction SMILES: [CH3:1][S:2]([NH:5][C:6]1[CH:21]=[CH:20][C:9]2[NH:10][C:11]([CH2:16][C:17](O)=[O:18])=[CH:12][S:13](=[O:15])(=[O:14])[C:8]=2[CH:7]=1)(=[O:4])=[O:3].Cl.CN(C)CCCN=C=NCC.CN1CCOCC1.C[O:42][C:43]([C@@H:45]1[CH2:51][CH2:50][CH2:49][CH2:48][CH2:47][C@@H:46]1[NH:52][CH2:53][C:54]1[CH:59]=[CH:58][C:57]([F:60])=[CH:56][CH:55]=1)=O.[O-]CC.[Na+].C(O)C>CN(C)C=O>[F:60][C:57]1[CH:58]=[CH:59][C:54]([CH2:53][N:52]2[C:17](=[O:18])[C:16]([C:11]3[NH:10][C:9]4[CH:20]=[CH:21][C:6]([NH:5][S:2]([CH3:1])(=[O:4])=[O:3])=[CH:7][C:8]=4[S:13](=[O:15])(=[O:14])[CH:12]=3)=[C:43]([OH:42])[C@@H:45]3[CH2:51][CH2:50][CH2:49][CH2:48][CH2:47][C@H:46]23)=[CH:55][CH:56]=1 |f:1.2,5.6|. Starting materials: CS(=O)(=O)NC1=CC2=C(NC(=CS2(=O)=O)CC(=O)O)C=C1 ((7-Methanesulfonylamino-1,1-dioxo-1,4-dihydro-1λ6-benzo[1,4]thiazin-3-yl)-acetic acid), Cl.CN(CCCN=C=NCC)C (1-(3-dimethylaminopropyl)-3-ethylcarbodiimide hydrochloride), CN1CCOCC1 (N-methylmorpholine), [O-]CC.[Na+] (sodium ethoxide), C(C)O (ethanol), COC(=O)[C@H]1[C@H](CCCCC1)NCC1=CC=C(C=C1)F (cis-2-(4-fluoro-benzylamino)-cycloheptanecarboxylic acid methyl ester). Conditions: temperature 25 celsius, time 2 hour. Yields the product FC1=CC=C(CN2[C@@H]3[C@H](C(=C(C2=O)C2=CS(C4=C(N2)C=CC(=C4)NS(=O)(=O)C)(=O)=O)O)CCCCC3)C=C1 (cis-N-{3-[1-(4-fluoro-benzyl)-4-hydroxy-2-oxo-2,4a,5,6,7,8,9,9a-octahydro-1H-cyclohepta[b]pyridin-3-yl]-1,1-dioxo-1,4-dihydro-1λ6-benzo[1,4]thiazin-7-yl}-methanesulfonamide). Solvent: CN(C=O)C (N,N-dimethylformamide). Procedure: (7-Methanesulfonylamino-1,1-dioxo-1,4-dihydro-1λ6-benzo[1,4]thiazin-3-yl)-acetic acid (prepared as described in Example 25 h, 0.365 g, 1.10 mmol), 1-(3-dimethylaminopropyl)-3-ethylcarbodiimide hydrochloride (0.223 g, 1.16 mmol) and N-methylmorpholine (0.256 mL, 2.33 mmol) were added sequentially to a solution of cis-2-(4-fluoro-benzylamino)-cycloheptanecarboxylic acid methyl ester (prepared as described in Example 2b, 0.310 g, 1.10 mmol) in N,N-dimethylformamide (6 mL) at 25° C. The reaction mix... Isolated yield 55.5%. Reactants: COc1cccc(Nc2c(C(N)=O)cnc3c(C)cc(S(=O)(=O)c4cccc(C(=O)NCCCCCCCCNCC(O[Si](C)(C)C(C)(C)C)c5ccc(O)c6[nH]c(=O)ccc56)c4)cc23)c1, COc1cccc(Nc2c(C(N)=O)cnc3c(C)cc(S(=O)(=O)CCCCCCCCCCC=O)cc23)c1, CC(C)(C)[Si](C)(C)OC(CN)c1cc(O)cc2c1OCC(=O)N2. Product: COc1cccc(Nc2c(C(N)=O)cnc3c(C)cc(S(=O)(=O)CCCCCCCCCCCNCC(O[Si](C)(C)C(C)(C)C)c4cc(O)cc5c4OCC(=O)N5)cc23)c1. Reaction SMILES: [C:1]([Si:2]([CH3:3])([CH3:4])[O:5][CH:6]([c:7]1[cH:8][cH:9][c:10]([OH:11])[c:12]2[c:13]1[cH:14][cH:15][c:16](=[O:17])[nH:18]2)[CH2:19][NH:20][CH2:21][CH2:22][CH2:23][CH2:24][CH2:25][CH2:26][CH2:27][CH2:28][NH:29][C:30]([c:31]1[cH:32][c:33]([S:34]([c:35]2[cH:36][c:37]3[c:38]([c:39]([CH3:40])[cH:41]2)[n:42][cH:43][c:44]([C:45]([NH2:46])=[O:47])[c:48]3[NH:49][c:50]2[cH:51][cH:52][cH:53][c:54]([O:55][CH3:56])[cH:57]2)(=[O:58])=[O:59])[cH:60][cH:61][cH:62]1)=[O:63])([CH3:64])([CH3:65])[CH3:66].[CH3:90][O:91][c:92]1[cH:93][c:94]([NH:98][c:99]2[c:100]([C:125](=[O:126])[NH2:127])[cH:101][n:102][c:103]3[c:104]([CH3:124])[cH:105][c:106]([S:109](=[O:110])(=[O:111])[CH2:112][CH2:113][CH2:114][CH2:115][CH2:116][CH2:117][CH2:118][CH2:119][CH2:120][CH2:121][CH:122]=[O:123])[cH:107][c:108]23)[cH:95][cH:96][cH:97]1.[NH2:67][CH2:68][CH:69]([O:70][Si:71]([CH3:72])([CH3:73])[C:74]([CH3:75])([CH3:76])[CH3:77])[c:78]1[cH:79][c:80]([OH:89])[cH:81][c:82]2[c:83]1[O:84][CH2:85][C:86](=[O:88])[NH:87]2>>[NH:67]([CH2:68][CH:69]([O:70][Si:71]([CH3:72])([CH3:73])[C:74]([CH3:75])([CH3:76])[CH3:77])[c:78]1[cH:79][c:80]([OH:89])[cH:81][c:82]2[c:83]1[O:84][CH2:85][C:86](=[O:88])[NH:87]2)[CH2:122][CH2:121][CH2:120][CH2:119][CH2:118][CH2:117][CH2:116][CH2:115][CH2:114][CH2:113][CH2:112][S:109]([c:106]1[cH:105][c:104]([CH3:124])[c:103]2[n:102][cH:101][c:100]([C:125](=[O:126])[NH2:127])[c:99]([NH:98][c:94]3[cH:93][c:92]([O:91][CH3:90])[cH:97][cH:96][cH:95]3)[c:108]2[cH:107]1)(=[O:110])=[O:111]. The reactants are CC(C)[Si](C(C)C)(C(C)C)n1ccc2cc(Br)cnc21, [Li]C(C)(C)C, CCCCCCC, O=C(Cl)OCc1ccccc1, O. The product is CC(C)[Si](C(C)C)(C(C)C)n1ccc2cc(C(=O)OCc3ccccc3)cnc21. RXN SMILES: [Br:1][c:2]1[cH:3][c:4]2[c:5]([n:6][cH:7]1)[n:8]([Si:11]([CH:12]([CH3:13])[CH3:14])([CH:15]([CH3:16])[CH3:17])[CH:18]([CH3:19])[CH3:20])[cH:9][cH:10]2.[C:21]([Li:22])([CH3:23])([CH3:24])[CH3:25].[CH3:38][CH2:39][CH2:40][CH2:41][CH2:42][CH2:43][CH3:44].[Cl:26][C:27](=[O:28])[O:29][CH2:30][c:31]1[cH:32][cH:33][cH:34][cH:35][cH:36]1.[OH2:37]>>[c:2]1([C:27](=[O:28])[O:29][CH2:30][c:31]2[cH:32][cH:33][cH:34][cH:35][cH:36]2)[cH:3][c:4]2[c:5]([n:6][cH:7]1)[n:8]([Si:11]([CH:12]([CH3:13])[CH3:14])([CH:15]([CH3:16])[CH3:17])[CH:18]([CH3:19])[CH3:20])[cH:9][cH:10]2.